The task is: describe an organic reaction: reactants, conditions, products, and yield. This data is from the Open Reaction Database (ORD), a public repository of structured organic reaction records. The reactants are C1CCOC1, CCO, CC(=O)Nc1nc(C)c(-c2ccc(C=O)s2)s1, CC(=O)Nc1sc(-c2ccc(C=O)s2)nc1C, Cl, NO, c1ccncc1. Yields the product CC(=O)Nc1nc(C)c(-c2ccc(C=NO)s2)s1. RXN SMILES: [CH2:44]1[O:45][CH2:46][CH2:47][CH2:48]1.[CH3:49][CH2:50][OH:51].[CH:18](=[O:19])[c:20]1[cH:21][cH:22][c:23](-[c:25]2[c:26]([CH3:34])[n:27][c:28]([NH:30][C:31]([CH3:32])=[O:33])[s:29]2)[s:24]1.[CH:1]([c:2]1[s:3][c:4](-[c:5]2[s:6][c:7]([NH:8][C:9](=[O:10])[CH3:11])[c:12]([CH3:13])[n:14]2)[cH:15][cH:16]1)=[O:17].[ClH:35].[NH2:36][OH:37].[cH:38]1[cH:39][cH:40][n:41][cH:42][cH:43]1>>[CH:18]([c:20]1[cH:21][cH:22][c:23](-[c:25]2[c:26]([CH3:34])[n:27][c:28]([NH:30][C:31]([CH3:32])=[O:33])[s:29]2)[s:24]1)=[N:36][OH:37]. The reactants are N#Cc1ccc(Cl)cc1F, Cl, [H-], [Na+], CN(C)C=O, O, O=Cc1cc(O)cc(O)c1. The product is N#Cc1ccc(Cl)cc1Oc1cc(O)cc(C=O)c1. RXN SMILES: [Cl:3][c:4]1[cH:5][c:6]([F:12])[c:7]([C:8]#[N:9])[cH:10][cH:11]1.[ClH:23].[H-:1].[Na+:2].[O:24]=[CH:25][N:26]([CH3:27])[CH3:28].[OH2:29].[OH:13][c:14]1[cH:15][c:16]([CH:17]=[O:18])[cH:19][c:20]([OH:22])[cH:21]1>>[Cl:3][c:4]1[cH:5][c:6]([O:13][c:14]2[cH:15][c:16]([CH:17]=[O:18])[cH:19][c:20]([OH:22])[cH:21]2)[c:7]([C:8]#[N:9])[cH:10][cH:11]1. The reactants are OC=1C(=NC=CC1)N (3-Hydroxy-2-aminopyridine), [OH-].[K+] (potassium hydroxide), C(=S)=S (carbon disulfide). The solvent is CCO (EtOH). Product: O1C(NC2=NC=CC=C21)=S (Oxazolo[4,5-b]pyridine-2(3H)-thione). Isolated yield 91.0%. As a reaction SMILES: [OH:1][C:2]1[C:3]([NH2:8])=[N:4][CH:5]=[CH:6][CH:7]=1.[OH-].[K+].[C:11](=S)=[S:12]>CCO>[O:1]1[C:2]2[C:3](=[N:4][CH:5]=[CH:6][CH:7]=2)[NH:8][C:11]1=[S:12] |f:1.2|. Procedure details: 3-Hydroxy-2-aminopyridine (2.00 g, 18.2 mmol) and potassium hydroxide (1.22 g, 21.8 mmol) were dissolved in carbon disulfide (15 mL) and EtOH (25 mL), and the reaction mixture was heated to reflux overnight. Upon cooling to rt, the reaction mixture was concentrated under reduced pressure. The resulting solid was suspended in 1 M aqueous HCl, collected by filtration, washed with water (2×) and air-dried. Further drying in a 35° C. vacuum oven gave 2.52 g (91%) of the title compound as a tan solid... Reactants: N[C@@H](CC1=CNC2=CC=CC=C12)C(=O)O (tryptophan), N[C@@H](CC1=CC=CC=C1)C(=O)O (phenylalanine), N[C@@H](CC1=CNC2=CC=CC=C12)C(=O)O (tryptophan), N[C@H](CC1=CNC2=CC=CC=C12)C(=O)O (D-tryptophan), L-phenyllactic acid, C1(=CC=CC=C1)C(C(=O)O)(O)C (phenyllactic acid), N[C@@H](CC1=CNC2=CC=CC=C12)C(=O)O (L-tryptophan), D-phenyllactic acid. Yields the product C1(=CC=CC=C1)C(C(=O)O)(O)C.N[C@@H](CC1=CNC2=CC=CC=C12)C(=O)O (Phenyllactic Acid Tryptophan). RXN SMILES: [NH2:1][C@H:2]([C:13]([OH:15])=[O:14])[CH2:3][C:4]1[C:12]2[C:7](=[CH:8][CH:9]=[CH:10][CH:11]=2)[NH:6][CH:5]=1.[C:16]1([C:22]([CH3:27])([OH:26])[C:23]([OH:25])=[O:24])[CH:21]=[CH:20][CH:19]=[CH:18][CH:17]=1.N[C@@H](C(O)=O)CC1C2C(=CC=CC=2)NC=1.N[C@H](C(O)=O)CC1C=CC=CC=1>>[C:16]1([C:22]([CH3:27])([OH:26])[C:23]([OH:25])=[O:24])[CH:21]=[CH:20][CH:19]=[CH:18][CH:17]=1.[NH2:1][C@H:2]([C:13]([OH:15])=[O:14])[CH2:3][C:4]1[C:12]2[C:7](=[CH:8][CH:9]=[CH:10][CH:11]=2)[NH:6][CH:5]=1 |f:4.5|. Procedure details: To compare effects of combinations of tryptophan enantiomers and phenyllactic acid enantiomers, aqueous solutions of 400 ppm of L-tryptophan, D-tryptophan (Wako Pure Chemical Industries, Ltd.), L-phenyllactic acid (Sigma-Aldrich Japan), and D-phenyllactic acid (Sigma-Aldrich Japan) were prepared. Separately, aqueous solutions of 200 ppm of each of the tryptophan enantiomers and 200 ppm of each of the phenylalanine enantiomers were prepared and subjected to the adzuki bean root promotion assay in... Reactants: C1CCOC1, O=C(O)c1cc(C2CC2)nc2ccccc12, Cc1ccc(N)cc1-c1ccc(C(=O)NCC2CC2)cc1. Product: Cc1ccc(NC(=O)c2cc(C3CC3)nc3ccccc23)cc1-c1ccc(C(=O)NCC2CC2)cc1. RXN SMILES: [CH2:38]1[O:39][CH2:40][CH2:41][CH2:42]1.[CH:22]1([c:25]2[n:26][c:27]3[cH:28][cH:29][cH:30][cH:31][c:32]3[c:33]([C:35](=[O:36])[OH:37])[cH:34]2)[CH2:23][CH2:24]1.[NH2:1][c:2]1[cH:3][cH:4][c:5]([CH3:21])[c:6](-[c:8]2[cH:9][cH:10][c:11]([C:14](=[O:15])[NH:16][CH2:17][CH:18]3[CH2:19][CH2:20]3)[cH:12][cH:13]2)[cH:7]1>>[NH:1]([c:2]1[cH:3][cH:4][c:5]([CH3:21])[c:6](-[c:8]2[cH:9][cH:10][c:11]([C:14](=[O:15])[NH:16][CH2:17][CH:18]3[CH2:19][CH2:20]3)[cH:12][cH:13]2)[cH:7]1)[C:35]([c:33]1[c:32]2[c:27]([n:26][c:25]([CH:22]3[CH2:23][CH2:24]3)[cH:34]1)[cH:28][cH:29][cH:30][cH:31]2)=[O:36]. The reactants are [H-].[Na+] (sodium hydride), ClCC(=O)N[C@@H](CC(C)C)CO ((S)-2-Chloro-N-[1-(hydroxymethyl)-3-methylbutyl]acetamide), O (Water). The solvent is O1CCCC1 (tetrahydrofuran). Conditions: time 14 hour. Yields the product CC(C[C@H]1COCC(N1)=O)C ((S)-5-(2-methylpropyl)-3-morpholinone). Reaction SMILES: Cl[CH2:2][C:3]([NH:5][C@H:6]([CH2:11][OH:12])[CH2:7][CH:8]([CH3:10])[CH3:9])=[O:4].[H-].[Na+].O>O1CCCC1>[CH3:9][CH:8]([CH3:10])[CH2:7][C@@H:6]1[NH:5][C:3](=[O:4])[CH2:2][O:12][CH2:11]1 |f:1.2|. Reported procedure: (S)-2-Chloro-N-[1-(hydroxymethyl)-3-methylbutyl]acetamide, 26.34 g (0.136 mol), is dissolved in 450 ml of tetrahydrofuran, the solution is cooled to 0°-5° C. and 7.8 g (0.195 mol) of 60% sodium hydride in mineral oil dispersion is slowly added. The mixture is allowed to reach room temperature and is stirred for 14 hours. Water, 10 ml, is added, the solvents evaporated in vacuo and the residue suspended in 250 ml of chloroform and washed with 100 ml of water and then a saturated aqueous solution ... Reactants: resultant product, ClC1=NC2=CC(=C(C=C2C(=N1)C(C(=O)OCC)C(=O)OCC)OC)OC (2-chloro-4-[bis(ethoxycarbonyl)methyl]-6,7-dimethoxyquinazoline), NC(=S)N (thiourea). The solvent is C(C)O (ethanol). Product: C(C)OC(=O)C(C1=NC(=NC2=CC(=C(C=C12)OC)OC)S)C(=O)OCC (4-[bis(ethoxycarbonyl)methyl]-2-mercapto-6,7-dimethoxyquinazoline). RXN SMILES: Cl[C:2]1[N:11]=[C:10]([CH:12]([C:18]([O:20][CH2:21][CH3:22])=[O:19])[C:13]([O:15][CH2:16][CH3:17])=[O:14])[C:9]2[C:4](=[CH:5][C:6]([O:25][CH3:26])=[C:7]([O:23][CH3:24])[CH:8]=2)[N:3]=1.NC(N)=[S:29]>C(O)C>[CH2:16]([O:15][C:13]([CH:12]([C:18]([O:20][CH2:21][CH3:22])=[O:19])[C:10]1[C:9]2[C:4](=[CH:5][C:6]([O:25][CH3:26])=[C:7]([O:23][CH3:24])[CH:8]=2)[N:3]=[C:2]([SH:29])[N:11]=1)=[O:14])[CH3:17]. Procedure details: The resultant product (600 mg) of (166-1) and thiourea (250 mg) were dissolved in ethanol (100 mL), and the mixture was heated under reflux for 48 hrs. The yellow solid precipitated in the reaction mixture was collected by filtration and washed with water and ethyl acetate to give the title compound (500 mg) as a yellow solid. The reactants are FC=1C=C(C=CC1F)N1N=CC(=C(C1=O)OCCC(C)(C)O)C1=CC=C(C=C1)S(=O)(=O)C (2-(3,4-difluorophenyl)-4-(3-hydroxy-3-methyl-1-butoxy)-5-[4-(methylsulfonyl)phenyl]-3(2H)-pyridazinone), N (NH3). Yields the product FC=1C=C(C=CC1F)N1N=CC(=C(C1=O)OCCC(C)(C)O)C1=CC=C(C=C1)S(=O)(=O)N (2-(3,4-Difluorophenyl)-4-(3-hydroxy-3-methyl-1-butoxy)-5-[4-(aminosulfonyl)phenyl]-3(2H)-pyridazinone). Reaction SMILES: [F:1][C:2]1[CH:3]=[C:4]([N:9]2[C:14](=[O:15])[C:13]([O:16][CH2:17][CH2:18][C:19]([OH:22])([CH3:21])[CH3:20])=[C:12]([C:23]3[CH:28]=[CH:27][C:26]([S:29](C)(=[O:31])=[O:30])=[CH:25][CH:24]=3)[CH:11]=[N:10]2)[CH:5]=[CH:6][C:7]=1[F:8].[NH3:33]>>[F:1][C:2]1[CH:3]=[C:4]([N:9]2[C:14](=[O:15])[C:13]([O:16][CH2:17][CH2:18][C:19]([OH:22])([CH3:21])[CH3:20])=[C:12]([C:23]3[CH:28]=[CH:27][C:26]([S:29]([NH2:33])(=[O:31])=[O:30])=[CH:25][CH:24]=3)[CH:11]=[N:10]2)[CH:5]=[CH:6][C:7]=1[F:8]. Procedure: The title compound was prepared according to the method of Example 459, substituting 2-(3,4-difluorophenyl)-4-(3-hydroxy-3-methyl-1-butoxy)-5-[4-(methylsulfonyl)phenyl]-3(2H)-pyridazinone in place of 2-(3,4-difluorophenyl)-4-(2-hydroxy-2-methyl-1-propoxy)-5-[4-(methylsulfonyl)phenyl]-3(2H)-pyridazinone (yield: 300 mg, 50%). mp 181-181° C.; 1H NMR (300 MHz, DMSO-d6) δ 1.04 (s, 6H), 1.72 (t, J=6 Hz, 2H), 4.43 (s, 1H), 4.53 (t, J=6 Hz, 2H), 7.49 (s, 2H), 7.53 (m, 1H), 7.63 (ddd, J=9 Hz, J=9 Hz, J=1... The reactants are NC=1C(=NC(=C(N1)Cl)CO)C#N (3-amino-5-chloro-6-(hydroxymethyl)-2-pyrazinecarbonitrile), [K+].[Br-] (KBr), N1=CC=CC=C1 (pyridine), S(=O)(Cl)Cl (thionyl chloride). The solvent is C(Cl)(Cl)Cl (chloroform). The product is NC=1C(=NC(=C(N1)Cl)CCl)C#N (3-amino-5-chloro-6-(chloromethyl)-2-pyrazinecarbonitrile). Reaction SMILES: [NH2:1][C:2]1[C:3]([C:11]#[N:12])=[N:4][C:5]([CH2:9]O)=[C:6]([Cl:8])[N:7]=1.N1C=CC=CC=1.S(Cl)([Cl:21])=O.[K+].[Br-]>C(Cl)(Cl)Cl>[NH2:1][C:2]1[C:3]([C:11]#[N:12])=[N:4][C:5]([CH2:9][Cl:21])=[C:6]([Cl:8])[N:7]=1 |f:3.4|. Procedure: Compound 2 (3.7 g, 0.02 mole) was suspended in 40 ml of chloroform. To this mixture, 1.8 ml of pyridine and 3.0 ml of thionyl chloride were added slowly while stirring. At the end of this addition, the mixture was stirred for four additional hours at room temperature. The solvent was then removed, and the residue was triturated with 100 ml of cold water. After filtration and washing with cold water, the product (4) was dried in air, yielding 4.0 g (91%) of light yellow solid. The melting point o...